From a dataset of the Open Reaction Database (ORD), a public repository of structured organic reaction records. describe an organic reaction: reactants, conditions, products, and yield Reactants: ClC1=C(C(=CC(=C1)C(=O)OC)Cl)NC(=O)C=1C=CC(=C2C1C=C(O2)C(C)C)OC (N-(2,6-Dichloro-4-methoxycarbonylphenyl)-7-methoxy-2-(1-methylethyl)benzofuran-4-carboxamide), S(O)(O)(=O)=O (sulfuric acid). Procedure: 3.7 g of N-(2,6-Dichloro-4-methoxycarbonylphenyl)-7-methoxy-2-(1-methylethyl)benzofuran-4-carboxamide are refluxed for 15 min. in 20 ml of diethylene glycol and 30 ml of water in which 0.41 g of caustic soda is dissolved. The solution is diluted with water and acidified to pH 2 using 2 N sulfuric acid. The product precipitates in this process. It is filtered off with suction on a suction filter, washed free of acid with water and dried in vacuo: m.p. 279° C. Yields the product ClC1=C(C(=CC(=C1)C(=O)O)Cl)NC(=O)C=1C=CC(=C2C1C=C(O2)C(C)C)OC (N-(2,6-Dichloro-4-carboxyphenyl)-7-methoxy-2-(1-methylethyl)benzofuran-4-carboxamide). The solvent is C(COCCO)O (diethylene glycol), O (water), [OH-].[Na+] (caustic soda), O (water). As a reaction SMILES: [Cl:1][C:2]1[CH:7]=[C:6]([C:8]([O:10]C)=[O:9])[CH:5]=[C:4]([Cl:12])[C:3]=1[NH:13][C:14]([C:16]1[CH:17]=[CH:18][C:19]([O:28][CH3:29])=[C:20]2[O:24][C:23]([CH:25]([CH3:27])[CH3:26])=[CH:22][C:21]=12)=[O:15].S(=O)(=O)(O)O>C(O)COCCO.[OH-].[Na+].O>[Cl:1][C:2]1[CH:7]=[C:6]([C:8]([OH:10])=[O:9])[CH:5]=[C:4]([Cl:12])[C:3]=1[NH:13][C:14]([C:16]1[CH:17]=[CH:18][C:19]([O:28][CH3:29])=[C:20]2[O:24][C:23]([CH:25]([CH3:27])[CH3:26])=[CH:22][C:21]=12)=[O:15] |f:3.4|.